Task: describe an organic reaction: reactants, conditions, products, and yield. Dataset: the Open Reaction Database (ORD), a public repository of structured organic reaction records The reactants are OCC(=O)C1=CC=CC=C1 (2-hydroxy-acetophenone), C1(=CC=C(C=C1)S(=O)(=O)OCCCCl)C (3-chloro-propyl p-toluene sulfonate), C(CCC)[N+](CCCC)(CCCC)CCCC (tetrabutylammonium), [OH-].[Na+] (sodium hydroxide). The solvent is C(C)#N (acetonitrile), C1=CC=CC=C1 (benzene). Reaction conditions: temperature 80 celsius. Product: ClCCCOC1=C(C=CC=C1)C(C)=O (1-[2-{3-chloropropoxy}-phenyl]-ethanone). As a reaction SMILES: O[CH2:2][C:3]([C:5]1[CH:10]=[CH:9][CH:8]=[CH:7][CH:6]=1)=[O:4].C([N+](CCCC)(CCCC)CCCC)CCC.[OH-].[Na+].C1(C)C=CC(S([O:39][CH2:40][CH2:41][CH2:42][Cl:43])(=O)=O)=CC=1>C(#N)C.C1C=CC=CC=1>[Cl:43][CH2:42][CH2:41][CH2:40][O:39][C:10]1[CH:9]=[CH:8][CH:7]=[CH:6][C:5]=1[C:3](=[O:4])[CH3:2] |f:2.3|. Procedure: 2 ml of 2-hydroxy-acetophenone were added with stirring to a mixture of 2.31 g of tetrabutylammonium acid sulfate, 20 ml of 50% sodium hydroxide solution, 40 ml of benzene and 20 ml of acetonitrile and after adding 8.26 of 3-chloro-propyl p-toluene sulfonate, the mixture was heated under an inert atmosphere at 80° C. for 17 hours. The decanted aqueous phase was extracted with benzene and the organic phase was washed with water, dried over a deshydrant, filtered and evaporated to dryness. The res... Starting materials: N([C@@H](CC(C)C)[C@@H](O)CC(=O)O)C(=O)OCC1=CC=CC=C1 (Z-Sta-OH), C1CCC(CC1)N=C=NC2CCCCC2 (DCCI), NCCC(=O)N[C@@H](CC1=CNC=N1)C(=O)N (H-β-Ala-His-NH2), C=1C=CC2=C(C1)N=NN2O (HOBt). Solvent: CN(C)C=O (DMF), O (H2O). Run at time 8 hour. The product is N([C@@H](CC(C)C)[C@@H](O)CC(=O)NCCC(=O)N[C@@H](CC1=CNC=N1)C(=O)O)C(=O)OCC1=CC=CC=C1.N (Z-Sta-β-Ala-His NH3). As a reaction SMILES: [NH:1]([C:13]([O:15][CH2:16][C:17]1[CH:22]=[CH:21][CH:20]=[CH:19][CH:18]=1)=[O:14])[C@H:2]([C@H:7]([CH2:9][C:10]([OH:12])=O)[OH:8])[CH2:3][CH:4]([CH3:6])[CH3:5].[NH2:23][CH2:24][CH2:25][C:26]([NH:28][C@H:29]([C:36](N)=[O:37])[CH2:30][C:31]1[N:35]=[CH:34][NH:33][CH:32]=1)=[O:27].C1C=CC2N([OH:48])N=[N:45]C=2C=1.C1CCC(N=C=NC2CCCCC2)CC1>CN(C=O)C.O>[NH:1]([C:13]([O:15][CH2:16][C:17]1[CH:22]=[CH:21][CH:20]=[CH:19][CH:18]=1)=[O:14])[C@H:2]([C@H:7]([CH2:9][C:10]([NH:23][CH2:24][CH2:25][C:26]([NH:28][C@H:29]([C:36]([OH:37])=[O:48])[CH2:30][C:31]1[N:35]=[CH:34][NH:33][CH:32]=1)=[O:27])=[O:12])[OH:8])[CH2:3][CH:4]([CH3:5])[CH3:6].[NH3:45] |f:6.7|. Reported procedure: 370 mg of Z-Sta-OH, 225 mg of H-β-Ala-His-NH2, 153 mg of HOBt×H2O and 247 mg of DCCI are suspended in 4.5 ml of DMF and stirred at room temperature. After approximately 10 minutes a clear solution has formed and afrer approximately 20 minutes DCH begins to crystallize out. The mixture is left to stand overnight, then stirred for 30 minutes at 0°, DCH is filtered off und the filtrate is concentrated to an oil. This is heated for 1 hour at 60° in 14 ml of methanol/glacial acetic acid/H2O (94:3:3),... Reactants: CC(=O)N1CCC(C(=O)O)CC1, Cl, Cc1cc(F)ccc1C1CNCCC1N(C)C(=O)c1cc(C(F)(F)F)cc(C(F)(F)F)c1. Product: CC(=O)N1CCC(C(=O)N2CCC(N(C)C(=O)c3cc(C(F)(F)F)cc(C(F)(F)F)c3)C(c3ccc(F)cc3C)C2)CC1. As a reaction SMILES: [C:34]([CH3:35])(=[O:36])[N:37]1[CH2:38][CH2:39][CH:40]([C:43](=[O:44])[OH:45])[CH2:41][CH2:42]1.[ClH:1].[F:2][c:3]1[cH:4][c:5]([CH3:33])[c:6]([CH:9]2[CH2:10][NH:11][CH2:12][CH2:13][CH:14]2[N:15]([C:16]([c:17]2[cH:18][c:19]([C:27]([F:28])([F:29])[F:30])[cH:20][c:21]([C:23]([F:24])([F:25])[F:26])[cH:22]2)=[O:31])[CH3:32])[cH:7][cH:8]1>>[F:2][c:3]1[cH:4][c:5]([CH3:33])[c:6]([CH:9]2[CH2:10][N:11]([C:43]([CH:40]3[CH2:39][CH2:38][N:37]([C:34]([CH3:35])=[O:36])[CH2:42][CH2:41]3)=[O:44])[CH2:12][CH2:13][CH:14]2[N:15]([C:16]([c:17]2[cH:18][c:19]([C:27]([F:28])([F:29])[F:30])[cH:20][c:21]([C:23]([F:24])([F:25])[F:26])[cH:22]2)=[O:31])[CH3:32])[cH:7][cH:8]1. Reactants: CN(C)C=O, CC(C)NS(=O)(=O)c1cccc(C(F)(F)F)c1, COc1ccc(CCN(C)CCCCl)cc1OC, [H-], [Na+]. The product is COc1ccc(CCN(C)CCCN(C(C)C)S(=O)(=O)c2cccc(C(F)(F)F)c2)cc1OC. RXN SMILES: [CH3:38][N:39]([CH3:40])[CH:41]=[O:42].[CH:1]([CH3:2])([CH3:3])[NH:4][S:5](=[O:6])(=[O:7])[c:8]1[cH:9][c:10]([C:14]([F:15])([F:16])[F:17])[cH:11][cH:12][cH:13]1.[Cl:20][CH2:21][CH2:22][CH2:23][N:24]([CH3:25])[CH2:26][CH2:27][c:28]1[cH:29][c:30]([O:36][CH3:37])[c:31]([O:34][CH3:35])[cH:32][cH:33]1.[H-:18].[Na+:19]>>[CH:1]([CH3:2])([CH3:3])[N:4]([S:5](=[O:6])(=[O:7])[c:8]1[cH:9][c:10]([C:14]([F:15])([F:16])[F:17])[cH:11][cH:12][cH:13]1)[CH2:21][CH2:22][CH2:23][N:24]([CH3:25])[CH2:26][CH2:27][c:28]1[cH:29][c:30]([O:36][CH3:37])[c:31]([O:34][CH3:35])[cH:32][cH:33]1.